From a dataset of the Open Reaction Database (ORD), a public repository of structured organic reaction records. describe an organic reaction: reactants, conditions, products, and yield Reactants: FC1=C(C(=CC(=C1)SC)F)B1OC(C(O1)(C)C)(C)C (2-[2,6-difluoro-4-(methylthio)phenyl]-4,4,5,5-tetramethyl-1,3,2-dioxaborolane), BrC1=C(C=CC(=N1)C(=O)OC)F (methyl 6-bromo-5-fluoropyridine-2-carboxylate), CCN(C(C)C)C(C)C (DIPEA), O1CCOCC1 (1,4-dioxane). Reagents/catalysts: CC(C)([P](C(C)(C)C)([Pd][P](C(C)(C)C)(C(C)(C)C)C(C)(C)C)C(C)(C)C)C (bis(tri-tert-butylphosphine)palladium). Run in O (water). Run at temperature 120 celsius. Product: FC1=C(C(=CC(=C1)SC)F)C1=C(C=CC(=N1)C(=O)OC)F (Methyl 6-[2,6-difluoro-4-(methylthio)phenyl]-5-fluoropyridine-2-carboxylate). The yield is 40.4%. Reaction SMILES: [F:1][C:2]1[CH:7]=[C:6]([S:8][CH3:9])[CH:5]=[C:4]([F:10])[C:3]=1B1OC(C)(C)C(C)(C)O1.Br[C:21]1[N:26]=[C:25]([C:27]([O:29][CH3:30])=[O:28])[CH:24]=[CH:23][C:22]=1[F:31].CCN(C(C)C)C(C)C.O1CCOCC1>CC(C)([P](C(C)(C)C)([Pd][P](C(C)(C)C)(C(C)(C)C)C(C)(C)C)C(C)(C)C)C.O>[F:10][C:4]1[CH:5]=[C:6]([S:8][CH3:9])[CH:7]=[C:2]([F:1])[C:3]=1[C:21]1[N:26]=[C:25]([C:27]([O:29][CH3:30])=[O:28])[CH:24]=[CH:23][C:22]=1[F:31] |^1:49,55|. Reported procedure: In a sealed tube, a mixture of 2-[2,6-difluoro-4-(methylthio)phenyl]-4,4,5,5-tetramethyl-1,3,2-dioxaborolane (1.00 g, 3.49 mmol), methyl 6-bromo-5-fluoropyridine-2-carboxylate (1.23 g, 5.24 mmol) and DIPEA (1.83 mL, 10.5 mmol) in a mixed solvent of 1,4-dioxane (15 mL) and water (0.51 mL) was stirred and flushed with nitrogen bubbles for 5 min. before bis(tri-tert-butylphosphine)palladium (360 mg, 0.70 mmol) was added. The reaction mixture was heated at 120° C. for 30 min. After cooling, the reac...